This data is from the Open Reaction Database (ORD), a public repository of structured organic reaction records. The task is: describe an organic reaction: reactants, conditions, products, and yield The product is C(C1=CC=CC=C1)OC1=CC(=NC(=C1)Cl)Cl (4-(benzyloxy)-2,6-dichloropyridine). Reaction conditions: temperature 90 celsius. Procedure details: A mixture of 2,6-dichloro-4-nitropyridine (1.0 equiv.), potassium carbonate (2 equiv.) and benzyl alcohol (2.4 equiv.) in NMP (4 M) were heated to 90° C. for 2 h in the microwave. The mixture was partitioned between water and EtOAc. The organic phase was washed with brine and dried over sodium sulfate. The solution was concentrated and dried under vacuo to give crude 4-(benzyloxy)-2,6-dichloropyridine and was used in the next step without further purification. LCMS (m/z) (M+H)=254.0/256.0, Rt=1.... The solvent is CN1CCCC1=O (NMP). The reactants are ClC1=NC(=CC(=C1)[N+](=O)[O-])Cl (2,6-dichloro-4-nitropyridine), C([O-])([O-])=O.[K+].[K+] (potassium carbonate), C(C1=CC=CC=C1)O (benzyl alcohol). As a reaction SMILES: [Cl:1][C:2]1[CH:7]=[C:6]([N+]([O-])=O)[CH:5]=[C:4]([Cl:11])[N:3]=1.C(=O)([O-])[O-].[K+].[K+].[CH2:18]([OH:25])[C:19]1[CH:24]=[CH:23][CH:22]=[CH:21][CH:20]=1>CN1C(=O)CCC1>[CH2:18]([O:25][C:6]1[CH:7]=[C:2]([Cl:1])[N:3]=[C:4]([Cl:11])[CH:5]=1)[C:19]1[CH:24]=[CH:23][CH:22]=[CH:21][CH:20]=1 |f:1.2.3|. Reactants: C[Si](C)(C)C=[N+]=[N-] (Trimethylsilyl diazomethane), ClC1=NC(=C(C(=O)O)C=C1)OCC(F)F (6-chloro-2-(2,2-difluoro-ethoxy)-nicotinic acid). The solvent is CO (MeOH), C(Cl)Cl (DCM). Conditions: time 10 minute. The product is COC(C1=C(N=C(C=C1)Cl)OCC(F)F)=O (6-Chloro-2-(2,2-difluoro-ethoxy)-nicotinic acid methyl ester). RXN SMILES: [CH3:1][Si](C=[N+]=[N-])(C)C.[Cl:8][C:9]1[CH:17]=[CH:16][C:12]([C:13]([OH:15])=[O:14])=[C:11]([O:18][CH2:19][CH:20]([F:22])[F:21])[N:10]=1>CO.C(Cl)Cl>[CH3:1][O:14][C:13](=[O:15])[C:12]1[CH:16]=[CH:17][C:9]([Cl:8])=[N:10][C:11]=1[O:18][CH2:19][CH:20]([F:21])[F:22]. Procedure details: Trimethylsilyl diazomethane (2 M in hexane; 15.0 mL, 30.0 mmol) is added to a mixture of 6-chloro-2-(2,2-difluoro-ethoxy)-nicotinic acid (6.0 g, 25.3 mmol) in MeOH (50 mL) and DCM (100 mL). The reaction mixture is stirred at rt for 10 min, quenched with AcOH and concentrated. The residue is diluted with water and filtered. The filtercake is washed with water and dried at 40° C. RXN SMILES: [CH3:26][CH2:27][OH:28].[Cl:14][c:15]1[c:16]([CH:17]=[O:18])[cH:19][cH:20][cH:21][c:22]1[Cl:23].[ClH:24].[Na+:13].[OH-:12].[OH2:25].[OH:1][c:2]1[c:3]([CH3:11])[cH:4][c:5]([C:8]([CH3:9])=[O:10])[cH:6][cH:7]1>>[OH:1][c:2]1[c:3]([CH3:11])[cH:4][c:5]([C:8]([CH:9]=[CH:17][c:16]2[c:15]([Cl:14])[c:22]([Cl:23])[cH:21][cH:20][cH:19]2)=[O:10])[cH:6][cH:7]1. Starting materials: CCO, O=Cc1cccc(Cl)c1Cl, Cl, [Na+], [OH-], O, CC(=O)c1ccc(O)c(C)c1. Yields the product Cc1cc(C(=O)C=Cc2cccc(Cl)c2Cl)ccc1O. The reactants are NS(=O)(=O)N (aminosulfonamide), ClCCCS(=O)(=O)N1CCC(CC1)C1=CNC2=C(C=C(C=C12)C1=CC=CC=C1)C(=O)N (3-{1-[(3-chloropropyl)sulfonyl]-4-piperidinyl}-5-phenyl-1H-indole-7-carboxamide), N1CCCCC1 (piperidine), C(=O)([O-])[O-].[K+].[K+] (K2CO3), [Na+].[I-] (NaI). Yields the product C1(=CC=CC=C1)C=1C=C2C(=CNC2=C(C1)C(=O)N)C1CCN(CC1)S(=O)(=O)CCCN1CCCCC1 (5-phenyl-3-(1-{[3-(1-piperidinyl)propyl]sulfonyl}-4-piperidinyl)-1H-indole-7-carboxamide). Isolated yield 47.6%. RXN SMILES: NS(N)(=O)=O.Cl[CH2:7][CH2:8][CH2:9][S:10]([N:13]1[CH2:18][CH2:17][CH:16]([C:19]2[C:27]3[C:22](=[C:23]([C:34]([NH2:36])=[O:35])[CH:24]=[C:25]([C:28]4[CH:33]=[CH:32][CH:31]=[CH:30][CH:29]=4)[CH:26]=3)[NH:21][CH:20]=2)[CH2:15][CH2:14]1)(=[O:12])=[O:11].[NH:37]1[CH2:42][CH2:41][CH2:40][CH2:39][CH2:38]1.C([O-])([O-])=O.[K+].[K+].[Na+].[I-]>>[C:28]1([C:25]2[CH:26]=[C:27]3[C:22](=[C:23]([C:34]([NH2:36])=[O:35])[CH:24]=2)[NH:21][CH:20]=[C:19]3[CH:16]2[CH2:17][CH2:18][N:13]([S:10]([CH2:9][CH2:8][CH2:7][N:37]3[CH2:42][CH2:41][CH2:40][CH2:39][CH2:38]3)(=[O:12])=[O:11])[CH2:14][CH2:15]2)[CH:33]=[CH:32][CH:31]=[CH:30][CH:29]=1 |f:3.4.5,6.7|. Procedure details: Following the general procedure for aminosulfonamide formation outlined in example 2, 3-{1-[(3-chloropropyl)sulfonyl]-4-piperidinyl}-5-phenyl-1H-indole-7-carboxamide (62 mg, 0.13 mmol) and piperidine (55.25 mg, 0.65 mmol) were allowed to react in the presence of K2CO3 (72 mg, 0.56 mmol) and NaI (Cat. 2.0 mg). The resulting residue purified by reverse phase HPLC eluting with 10% B to 80% B, where A=H2O (0.1% trifluoroacetic acid) and B=CH3CN (0.1% trifluoroacetic acid) to give the title compound ... Starting materials: S1C=C(C=C1)C=1C=C(C=NC1)N1[C@@H]2CN([C@H](C1)C2)C(=O)OC(C)(C)C ((1S,4S)-5-(5-(3-thienyl)-3-pyridyl)-2-(tert-butoxycarbonyl)-2,5-diazabicyclo[2.2.1]heptane), FC(C(=O)O)(F)F (trifluoroacetic acid), [OH-].[Na+] (NaOH). The solvent is C1(=CC=CC=C1)OC (anisole). Run at time 0.5 hour. The product is S1C=C(C=C1)C=1C=C(C=NC1)N1[C@@H]2CN[C@H](C1)C2 ((1S,4S)-2-(5-(3-Thienyl)-3-pyridyl)-2,5-diazabicyclo[2.2.1]heptane). The yield is 34.4%. Reaction SMILES: [S:1]1[CH:5]=[CH:4][C:3]([C:6]2[CH:7]=[C:8]([N:12]3[CH2:17][C@@H:16]4[CH2:18][C@H:13]3[CH2:14][N:15]4C(OC(C)(C)C)=O)[CH:9]=[N:10][CH:11]=2)=[CH:2]1.FC(F)(F)C(O)=O.[OH-].[Na+]>C1(OC)C=CC=CC=1>[S:1]1[CH:5]=[CH:4][C:3]([C:6]2[CH:7]=[C:8]([N:12]3[CH2:17][C@@H:16]4[CH2:18][C@H:13]3[CH2:14][NH:15]4)[CH:9]=[N:10][CH:11]=2)=[CH:2]1 |f:2.3|. Procedure details: To a stirred solution of (1S,4S)-5-(5-(3-thienyl)-3-pyridyl)-2-(tert-butoxycarbonyl)-2,5-diazabicyclo[2.2.1]heptane (0.63 g, 1.4 mmol) in anisole (3.0 mL) at 0-5° C. under a nitrogen atmosphere, trifluoroacetic acid (2.0 mL, 26 mmol) was added dropwise over a 10 min period. After 0.5 h at 25° C., the solution was adjusted to pH 5 using 10% NaOH, followed by extraction with diethyl ether (1×15 mL) to remove the anisole. The aqueous portion was adjusted to pH 11 using 10% NaOH, followed by extract... Starting materials: CS(C)=O, Cn1ncc(NC(=O)c2nc(-c3ccc(C(F)(F)F)cc3)sc2N)c1N1CCCC(NC(=O)OCc2ccccc2)CC1. Yields the product Cn1ncc(NC(=O)c2nc(-c3ccc(C(F)(F)F)cc3)sc2N)c1N1CCCC(N)CC1. As a reaction SMILES: [CH3:44][S:45]([CH3:46])=[O:47].[NH2:1][c:2]1[c:3]([C:17](=[O:18])[NH:19][c:20]2[cH:21][n:22][n:23]([CH3:43])[c:24]2[N:25]2[CH2:26][CH2:27][CH:28]([NH:32][C:33](=[O:34])[O:35][CH2:36][c:37]3[cH:38][cH:39][cH:40][cH:41][cH:42]3)[CH2:29][CH2:30][CH2:31]2)[n:4][c:5](-[c:7]2[cH:8][cH:9][c:10]([C:13]([F:14])([F:15])[F:16])[cH:11][cH:12]2)[s:6]1>>[NH2:1][c:2]1[c:3]([C:17](=[O:18])[NH:19][c:20]2[cH:21][n:22][n:23]([CH3:43])[c:24]2[N:25]2[CH2:26][CH2:27][CH:28]([NH2:32])[CH2:29][CH2:30][CH2:31]2)[n:4][c:5](-[c:7]2[cH:8][cH:9][c:10]([C:13]([F:14])([F:15])[F:16])[cH:11][cH:12]2)[s:6]1. The reactants are COC(=O)CBr, O=C([O-])[O-], N#Cc1ccc2[nH]c(C(F)F)cc2c1Cl, [Cs+], [Cs+]. Yields the product COC(=O)Cn1c(C(F)F)cc2c(Cl)c(C#N)ccc21. Reaction SMILES: [Br:16][CH2:17][C:18](=[O:19])[O:20][CH3:21].[C:22](=[O:23])([O-:24])[O-:25].[Cl:1][c:2]1[c:3]2[cH:4][c:5]([CH:13]([F:14])[F:15])[nH:6][c:7]2[cH:8][cH:9][c:10]1[C:11]#[N:12].[Cs+:26].[Cs+:27]>>[Cl:1][c:2]1[c:3]2[cH:4][c:5]([CH:13]([F:14])[F:15])[n:6]([CH2:17][C:18](=[O:19])[O:20][CH3:21])[c:7]2[cH:8][cH:9][c:10]1[C:11]#[N:12]. Reported procedure: 3-Benzyloxy-5-trifluoromethanesulfonyloxy-benzoic acid methyl ester (15.4 g) was dissolved in 1,2-dimethoxyethane (250 mL), followed by addition of Pd(PPh3)4 (2.5 g), solution of sodium carbonate (12 g) in water (120 mL) and 3,4-methylenedioxyphenylboronic acid (8.4 g). The resulting reaction mixture was refluxed under the flow of nitrogen for 5 h. After cooling the organic layer was separated and washed with water and then dried over magnesium sulfate. The crude material was purified on a silic... Reagents/catalysts: C=1C=CC(=CC1)[P](C=2C=CC=CC2)(C=3C=CC=CC3)[Pd]([P](C=4C=CC=CC4)(C=5C=CC=CC5)C=6C=CC=CC6)([P](C=7C=CC=CC7)(C=8C=CC=CC8)C=9C=CC=CC9)[P](C=1C=CC=CC1)(C=1C=CC=CC1)C=1C=CC=CC1 (Pd(PPh3)4). Starting materials: COC(C1=CC(=CC(=C1)OS(=O)(=O)C(F)(F)F)OCC1=CC=CC=C1)=O (3-Benzyloxy-5-trifluoromethanesulfonyloxy-benzoic acid methyl ester), C([O-])([O-])=O.[Na+].[Na+] (sodium carbonate). RXN SMILES: [CH3:1][O:2][C:3](=[O:26])[C:4]1[CH:9]=[C:8](OS(C(F)(F)F)(=O)=O)[CH:7]=[C:6]([O:18][CH2:19][C:20]2[CH:25]=[CH:24][CH:23]=[CH:22][CH:21]=2)[CH:5]=1.[C:27](=[O:30])([O-])[O-:28].[Na+].[Na+]>COCCOC.O.C1OC2C=CC(B(O)O)=CC=2O1.C1C=CC([P]([Pd]([P](C2C=CC=CC=2)(C2C=CC=CC=2)C2C=CC=CC=2)([P](C2C=CC=CC=2)(C2C=CC=CC=2)C2C=CC=CC=2)[P](C2C=CC=CC=2)(C2C=CC=CC=2)C2C=CC=CC=2)(C2C=CC=CC=2)C2C=CC=CC=2)=CC=1>[CH3:1][O:2][C:3](=[O:26])[C:4]1[CH:5]=[C:6]([O:18][CH2:19][C:20]2[CH:25]=[CH:24][CH:23]=[CH:22][CH:21]=2)[CH:7]=[C:8]([C:4]2[CH:9]=[CH:8][C:7]3[O:28][CH2:27][O:30][C:6]=3[CH:5]=2)[CH:9]=1 |f:1.2.3,^1:55,57,76,95|. The solvent is COCCOC (1,2-dimethoxyethane), O (water), C1OC=2C=C(C=CC2O1)B(O)O (3,4-methylenedioxyphenylboronic acid). Product: COC(C1=CC(=CC(=C1)OCC1=CC=CC=C1)C1=CC2=C(OCO2)C=C1)=O (3-Benzo[1,3]dioxol-5-yl-5-benzyloxy-benzoic acid methyl ester). Isolated yield 198.6%.